Dataset: the Open Reaction Database (ORD), a public repository of structured organic reaction records. Task: describe an organic reaction: reactants, conditions, products, and yield Reactants: COc1cc(N)ccc1Br, OB(O)C1CC1, [K+], [K+], [K+], CC(=O)[O-], CC(=O)[O-], O, O=P([O-])([O-])[O-], [Pd+2], Cc1ccccc1. The product is COc1cc(N)ccc1C1CC1. As a reaction SMILES: [Br:1][c:2]1[c:3]([O:9][CH3:10])[cH:4][c:5]([NH2:6])[cH:7][cH:8]1.[CH:11]1([B:14]([OH:15])[OH:16])[CH2:12][CH2:13]1.[K+:22].[K+:23].[K+:24].[O-:26][C:27]([CH3:28])=[O:29].[O-:30][C:31]([CH3:32])=[O:33].[OH2:34].[P:17]([O-:18])([O-:19])([O-:20])=[O:21].[Pd+2:25].[c:35]1([CH3:36])[cH:37][cH:38][cH:39][cH:40][cH:41]1>>[c:2]1([CH:11]2[CH2:12][CH2:13]2)[c:3]([O:9][CH3:10])[cH:4][c:5]([NH2:6])[cH:7][cH:8]1. The reagents and catalysts are [I-].[Zn+2].[I-] (zinc iodide). Conditions: time 20 hour. Procedure details: To a solution of 20 g (0.12 moles) of 2,3,-dihydro-6-fluoro-4H-benzopyran-4-one (prepared from 4-fluorophenol and acrylonitrile as described in J. Med. Chem., 28, 1716 (1985) and 23 mL (0.18 moles) of trimethylsilyl cyanide in 220 mL of CH2Cl2 was added 500 mg of zinc iodide. The reaction was stirred at room temperature for 20 hours then poured onto ice-water. The CH2Cl2 layer was washed with water, 10% aqueous NaHCO3 and brine then dried over MgSO4, filtered and evaporated to give 32 g of crude... Run in C(Cl)Cl (CH2Cl2). The reactants are FC=1C=CC2=C(C(CCO2)=O)C1 (2,3,-dihydro-6-fluoro-4H-benzopyran-4-one), FC1=CC=C(C=C1)O (4-fluorophenol), C(C=C)#N (acrylonitrile), C[Si](C)(C)C#N (trimethylsilyl cyanide). Reaction SMILES: [F:1][C:2]1[CH:3]=[CH:4][C:5]2[O:10][CH2:9][CH2:8][C:7](=[O:11])[C:6]=2[CH:12]=1.FC1C=CC(O)=CC=1.[C:21](#[N:24])C=C.[CH3:25][Si:26](C#N)([CH3:28])[CH3:27]>C(Cl)Cl.[I-].[Zn+2].[I-]>[F:1][C:2]1[CH:3]=[CH:4][C:5]2[O:10][CH2:9][CH2:8][C:7]([C:21]#[N:24])([O:11][Si:26]([CH3:28])([CH3:27])[CH3:25])[C:6]=2[CH:12]=1 |f:5.6.7|. Yields the product FC=1C=CC2=C(C(CCO2)(O[Si](C)(C)C)C#N)C1 (6-fluoro-2,3-dihydro-4-cyano-4-[(trimethylsilyl)oxy]-4H-benzopyran). The reactants are C(CCCCC)C1=C(N=CO1)C(=O)OCC (ethyl 5-hexyloxazole-4-carboxylate), Cl (hydrochloric acid). Yields the product Cl.O=C(CN)CCCCCC (2-oxooctylamine hydrochloride). Isolated yield 40.0%. Reaction SMILES: [CH2:1]([C:7]1[O:11]C=[N:9][C:8]=1C(OCC)=O)[CH2:2][CH2:3][CH2:4][CH2:5][CH3:6].[ClH:17]>>[ClH:17].[O:11]=[C:7]([CH2:1][CH2:2][CH2:3][CH2:4][CH2:5][CH3:6])[CH2:8][NH2:9] |f:2.3|. Procedure: In a 100 ml-three-necked flask, 2.26 g (20,0 mM) of ethylisocyanoacetate and 27 ml of tetrahydrofuran were placed. To the mixture, 2.99 ml (20.0 mM) of 1,8-diazobicyclo[5,4,0]-7-undecene (DBU) was added on an ice water bath under stirring. To the mixture, a solution of 4.84 g (20.0 mM) of heptanoic anhydride in 7 ml of tetrahydrofuran was added dropwise on the ice water bath under stirring, followed by stirring for 4.5 hours at room temperature. The reaction mixture was further left standing for... Reactants: Cc1cc([N+](=O)[O-])cc2[nH]ncc12, Cc1cc([N+](=O)[O-])cc2c1cnn2C, CI, CN(C)C=O, [H-], [Na+], O. Product: Cc1cc(N)cc2c1cnn2C. As a reaction SMILES: [CH3:15][c:16]1[cH:17][c:18]([N+:19]([O-:20])=[O:21])[cH:22][c:23]2[c:24]1[cH:25][n:26][nH:27]2.[CH3:1][n:2]1[n:3][cH:4][c:5]2[c:6]([CH3:14])[cH:7][c:8]([N+:11]([O-:12])=[O:13])[cH:9][c:10]12.[CH3:30][I:31].[CH3:32][N:33]([CH3:34])[CH:35]=[O:36].[H-:28].[Na+:29].[OH2:37]>>[CH3:1][n:2]1[n:3][cH:4][c:5]2[c:6]([CH3:14])[cH:7][c:8]([NH2:11])[cH:9][c:10]12. Starting materials: Cl.C12N(CC(NC1)CC2)C[C@H](O)C=2C(=C1COC(C1=CC2)=O)C (5-((1R)-2-(2,5-diazabicyclo[2.2.2]octan-2-yl)-1-hydroxyethyl)-4-methylisobenzofuran-1(3H)-one hydrochloride), Cl.C12N(CC(NC1)CC2)C[C@H](O)C=2C(=C1COC(C1=CC2)=O)C (5-((1R)-2-(2,5-diazabicyclo[2.2.2]octan-2-yl)-1-hydroxyethyl)-4-methylisobenzofuran-1(3H)-one hydrochloride), N1(N=NN=C1)C1=CC=C(C=C1)S(=O)(=O)Cl (4-(1H-tetrazol-1-yl)benzene-1-sulfonyl chloride). The product is N1(N=NN=C1)C1=CC=C(C=C1)S(=O)(=O)N1C2CN(C(C1)CC2)C[C@H](O)C=2C(=C1COC(C1=CC2)=O)C (5-((1R)-2-(5-(4-(1H-Tetrazol-1-yl)phenylsulfonyl)-2,5-diazabicyclo[2.2.2]octan-2-yl)-1-hydroxyethyl)-4-methylisobenzofuran-1 (3H)-one). RXN SMILES: Cl.[CH:2]12[CH2:9][CH2:8][CH:5]([NH:6][CH2:7]1)[CH2:4][N:3]2[CH2:10][C@@H:11]([C:13]1[C:14]([CH3:23])=[C:15]2[C:19](=[CH:20][CH:21]=1)[C:18](=[O:22])[O:17][CH2:16]2)[OH:12].[N:24]1([C:29]2[CH:34]=[CH:33][C:32]([S:35](Cl)(=[O:37])=[O:36])=[CH:31][CH:30]=2)[CH:28]=[N:27][N:26]=[N:25]1>>[N:24]1([C:29]2[CH:30]=[CH:31][C:32]([S:35]([N:6]3[CH2:7][CH:2]4[CH2:9][CH2:8][CH:5]3[CH2:4][N:3]4[CH2:10][C@@H:11]([C:13]3[C:14]([CH3:23])=[C:15]4[C:19](=[CH:20][CH:21]=3)[C:18](=[O:22])[O:17][CH2:16]4)[OH:12])(=[O:37])=[O:36])=[CH:33][CH:34]=2)[CH:28]=[N:27][N:26]=[N:25]1 |f:0.1|. Procedure details: 5-((1R)-2-(5-(4-(1H-Tetrazol-1-yl)phenylsulfonyl)-2,5-diazabicyclo[2.2.2]octan-2-yl)-1-hydroxyethyl)-4-methylisobenzofuran-1 (3H)-one was prepared in a similar fashion to that described for the synthesis of EXAMPLE 14 starting from 5-((1R)-2-(2,5-diazabicyclo[2.2.2]octan-2-yl)-1-hydroxyethyl)-4-methylisobenzofuran-1(3H)-one hydrochloride (INTERMEDIATE 16) and commercially available 4-(1H-tetrazol-1-yl)benzene-1-sulfonyl chloride. Starting materials: ClC1=CC(=C(C=C1Cl)NC(CC1=CC(=CC=C1)OC1=CC=CC=C1)=O)[N+](=O)[O-] (4,5-Dichloro-2-nitro-1-[(3-phenoxyphenyl)acetamido]benzene), [K+].[Br-] (KBr). The solvent is CCO (EtOH). Yields the product ClC=1C=C2[N+](=C(C(NC2=CC1Cl)=O)C1=CC(=CC=C1)OC1=CC=CC=C1)[O-] (6,7-Dichloro-3-(3'-phenoxyphenyl)-1,2-dihydroquinoxalin-2-one-4-oxide). The yield is 53.0%. Reaction SMILES: [Cl:1][C:2]1[C:7]([Cl:8])=[CH:6][C:5]([NH:9][C:10](=[O:25])[CH2:11][C:12]2[CH:17]=[CH:16][CH:15]=[C:14]([O:18][C:19]3[CH:24]=[CH:23][CH:22]=[CH:21][CH:20]=3)[CH:13]=2)=[C:4]([N+:26]([O-:28])=O)[CH:3]=1.[K+].[Br-]>CCO>[Cl:1][C:2]1[CH:3]=[C:4]2[C:5](=[CH:6][C:7]=1[Cl:8])[NH:9][C:10](=[O:25])[C:11]([C:12]1[CH:17]=[CH:16][CH:15]=[C:14]([O:18][C:19]3[CH:24]=[CH:23][CH:22]=[CH:21][CH:20]=3)[CH:13]=1)=[N+:26]2[O-:28] |f:1.2|. Procedure details: The title compound was prepared according to the general procedure described in Example 6 by substituting 8 mmol of 135 for 125. Yield: 53%; mp 258°-260° C. (from EtOH); IR (KBr) 3450, 3207, 3180, 3039, 1674, 1617, 1581, 1465, 1361, 1262, 1220 and 1149 cm-1 ; 1H NMR (in DMSO-d6) δ7.10 (m, 3H), 7.37 (m, 5H), 7.44 (s, 1H), 7.50 (s, 1H), 8.27 (s, 1H), 12.58 (br.s, 1H, N--H); HPLC: 98%; HRMS Calcd for C20H12N2O3Cl2 : 398.0225. Reactants: [BH4-], COCn1cc(Br)sc1=Nc1cccc(C(=O)OC)n1, [Li+], C1CCOC1, O. Product: COCn1cc(Br)sc1=Nc1cccc(CO)n1. Reaction SMILES: [BH4-:21].[Br:1][c:2]1[cH:3][n:4]([CH2:18][O:19][CH3:20])[c:5](=[N:7][c:8]2[cH:9][cH:10][cH:11][c:12]([C:14](=[O:15])[O:16][CH3:17])[n:13]2)[s:6]1.[Li+:22].[O:24]1[CH2:25][CH2:26][CH2:27][CH2:28]1.[OH2:23]>>[Br:1][c:2]1[cH:3][n:4]([CH2:18][O:19][CH3:20])[c:5](=[N:7][c:8]2[cH:9][cH:10][cH:11][c:12]([CH2:14][OH:15])[n:13]2)[s:6]1.